From a dataset of the Open Reaction Database (ORD), a public repository of structured organic reaction records. describe an organic reaction: reactants, conditions, products, and yield The reactants are CCN(CC)C(=O)n1cc(Cc2ccc(C(=O)O)cc2OC)c2cc(C(=O)NCC(C)CC(F)(F)F)ccc21, ClCCl, CN(C)c1ccncc1, ClCCCl, Cc1ccccc1S(N)(=O)=O. The product is CCN(CC)C(=O)n1cc(Cc2ccc(C(=O)NS(=O)(=O)c3ccccc3C)cc2OC)c2cc(C(=O)NCC(C)CC(F)(F)F)ccc21. As a reaction SMILES: [CH2:1]([CH3:2])[N:3]([C:4](=[O:5])[n:6]1[cH:7][c:8]([CH2:26][c:27]2[c:28]([O:36][CH3:37])[cH:29][c:30]([C:31](=[O:32])[OH:33])[cH:34][cH:35]2)[c:9]2[cH:10][c:11]([C:15]([NH:16][CH2:17][CH:18]([CH2:19][C:20]([F:21])([F:22])[F:23])[CH3:24])=[O:25])[cH:12][cH:13][c:14]12)[CH2:38][CH3:39].[CH2:64]([Cl:65])[Cl:66].[CH3:55][N:56]([CH3:57])[c:58]1[cH:59][cH:60][n:61][cH:62][cH:63]1.[Cl:40][CH2:41][CH2:42][Cl:43].[c:44]1([CH3:54])[c:45]([S:50](=[O:51])(=[O:52])[NH2:53])[cH:46][cH:47][cH:48][cH:49]1>>[CH2:1]([CH3:2])[N:3]([C:4](=[O:5])[n:6]1[cH:7][c:8]([CH2:26][c:27]2[c:28]([O:36][CH3:37])[cH:29][c:30]([C:31](=[O:33])[NH:53][S:50]([c:45]3[c:44]([CH3:54])[cH:49][cH:48][cH:47][cH:46]3)(=[O:51])=[O:52])[cH:34][cH:35]2)[c:9]2[cH:10][c:11]([C:15]([NH:16][CH2:17][CH:18]([CH2:19][C:20]([F:21])([F:22])[F:23])[CH3:24])=[O:25])[cH:12][cH:13][c:14]12)[CH2:38][CH3:39]. Reactants: C(C1=CC=CC=C1)(=O)NC1=CC=C(C=C1)C1=CC=C2CN(C(C2=C1)=O)[C@H](C(=O)O)C(C)C ((S)-2-(6-(4-Benzamidophenyl)-1-oxoisoindolin-2-yl)-3-methylbutanoic acid), ClC1=CC=C(C(=O)NC2=CC=C(C=C2)C2=CC=C3CN(C(C3=C2)=O)[C@H](C(=O)OC)C(C)C)C=C1 ((S)-Methyl 2-(6-(4-(4-chlorobenzamido)phenyl)-1-oxoisoindolin-2-yl)-3-methylbutanoate). Yields the product ClC1=CC=C(C(=O)NC2=CC=C(C=C2)C2=CC=C3CN(C(C3=C2)=O)[C@H](C(=O)O)C(C)C)C=C1 ((S)-2-(6-(4-(4-Chlorobenzamido)phenyl)-1-oxoisoindolin-2-yl)-3-methylbutanoic acid). The yield is 89.0%. Reaction SMILES: C(NC1C=CC(C2C=C3C(CN([C@@H](C(C)C)C(O)=O)C3=O)=CC=2)=CC=1)(=O)C1C=CC=CC=1.[Cl:33][C:34]1[CH:66]=[CH:65][C:37]([C:38]([NH:40][C:41]2[CH:46]=[CH:45][C:44]([C:47]3[CH:55]=[C:54]4[C:50]([CH2:51][N:52]([C@@H:57]([CH:62]([CH3:64])[CH3:63])[C:58]([O:60]C)=[O:59])[C:53]4=[O:56])=[CH:49][CH:48]=3)=[CH:43][CH:42]=2)=[O:39])=[CH:36][CH:35]=1>>[Cl:33][C:34]1[CH:66]=[CH:65][C:37]([C:38]([NH:40][C:41]2[CH:46]=[CH:45][C:44]([C:47]3[CH:55]=[C:54]4[C:50]([CH2:51][N:52]([C@@H:57]([CH:62]([CH3:64])[CH3:63])[C:58]([OH:60])=[O:59])[C:53]4=[O:56])=[CH:49][CH:48]=3)=[CH:43][CH:42]=2)=[O:39])=[CH:36][CH:35]=1. Procedure: The compound of example 114 was prepared analogous to compound of example 98 by hydrolysis of compound of example 113. Run in O1CCOCC1 (dioxane). Starting materials: O=C(OC(Cl)(Cl)Cl)Cl (diphosgene), Cl.COC(CN)=O (glycine methyl ester hydrochloride), C (charcoal). The product is [N-]=C=O.COC(CN)=O (glycine methyl ester isocyanate). Yield: 70.0%. Run at temperature 80 celsius. As a reaction SMILES: O=C(Cl)[O:3][C:4](Cl)(Cl)Cl.Cl.[CH3:10][O:11][C:12](=[O:15])[CH2:13][NH2:14].C>O1CCOCC1>[N-:14]=[C:4]=[O:3].[CH3:10][O:11][C:12](=[O:15])[CH2:13][NH2:14] |f:1.2,5.6|. Procedure: 38.8 mL diphosgene is added dropwise over 1 hour to a mixture of 35 g glycine methyl ester hydrochloride and 0.4 g activated charcoal in 400 mL dioxane under N2. The reaction mixture is warmed to 80° C. during this time. The reaction mixture is then heated and stirred at reflux for 21/2 hours. The reaction mixture is then cooled, filtered, and concentrated to dryness by rotary evaporator, keeping exposure to moisture to a minimum. The crude product is re-dissolved in 100 mL THF, and the pH of th... Reactants: Cl.COC([C@H](CC1=CC=C(C=C1)Br)N)=O ((S)-2-amino-3-(4-bromo-phenyl)-propionic acid methyl ester-hydrochloride), NC1=CC=C(C(=O)O)C=C1 (4-amino-benzoic acid), Cl (HCl). The solvent is CCOC(=O)C (EtOAc). The product is COC([C@H](CC1=CC=C(C=C1)Br)NC(C1=CC=C(C=C1)N)=O)=O ((S)-2-(4-Amino-benzoylamino)-3-(4-bromo-phenyl)-propionic acid methyl ester). Isolated yield 21.6%. RXN SMILES: Cl.[CH3:2][O:3][C:4](=[O:15])[C@@H:5]([NH2:14])[CH2:6][C:7]1[CH:12]=[CH:11][C:10]([Br:13])=[CH:9][CH:8]=1.[NH2:16][C:17]1[CH:25]=[CH:24][C:20]([C:21](O)=[O:22])=[CH:19][CH:18]=1.Cl>CCOC(C)=O>[CH3:2][O:3][C:4](=[O:15])[C@@H:5]([NH:14][C:21](=[O:22])[C:20]1[CH:24]=[CH:25][C:17]([NH2:16])=[CH:18][CH:19]=1)[CH2:6][C:7]1[CH:12]=[CH:11][C:10]([Br:13])=[CH:9][CH:8]=1 |f:0.1|. Reported procedure: (S)-2-(4-Amino-benzoylamino)-3-(4-bromo-phenyl)-propionic acid methyl ester (415 mg) was prepared from (S)-2-amino-3-(4-bromo-phenyl)-propionic acid methyl ester-hydrochloride (1.5 g, 5.1 mmol) and 4-amino-benzoic acid (698 mg, 5.1 mmol) as described in Procedure A, except for an adapted work-up. After reaction completion, the reaction mixture was poured onto 100 mL of 1N HCl and 100 mL of EtOAc. The organic layer was washed with 1N HCl (2×), 10% sodium carbonate, dried over sodium sulfate and e... The reactants are Cc1ccccc1, OCCc1ccc(F)cc1, BrP(Br)Br. Yields the product Fc1ccc(CCBr)cc1. RXN SMILES: [CH3:15][c:16]1[cH:17][cH:18][cH:19][cH:20][cH:21]1.[F:1][c:2]1[cH:3][cH:4][c:5]([CH2:8][CH2:9][OH:10])[cH:6][cH:7]1.[P:11]([Br:12])([Br:13])[Br:14]>>[F:1][c:2]1[cH:3][cH:4][c:5]([CH2:8][CH2:9][Br:12])[cH:6][cH:7]1. Starting materials: N(C1=CC=CC=C1)C=1SC2=C(C(N1)=O)C=CC=N2 (2-anilino-4H-pyrido[3,2-e]-1,3-thiazin-4-one), [H-].[Li+] (lithium hydride), C(C=C)Br (allyl bromide). Product: C(C=C)N1C(SC2=C(C1=O)C=CC=N2)=NC2=CC=CC=C2 (3-allyl-2-phenylimino-2,3-dihydro-4H-pyrido[3,2-e]-1,3-thiazin-4-one). As a reaction SMILES: [NH:1]([C:8]1[S:9][C:10]2[N:18]=[CH:17][CH:16]=[CH:15][C:11]=2[C:12](=[O:14])[N:13]=1)[C:2]1[CH:7]=[CH:6][CH:5]=[CH:4][CH:3]=1.[H-].[Li+].[CH2:21](Br)[CH:22]=[CH2:23]>>[CH2:23]([N:13]1[C:12](=[O:14])[C:11]2[CH:15]=[CH:16][CH:17]=[N:18][C:10]=2[S:9][C:8]1=[N:1][C:2]1[CH:3]=[CH:4][CH:5]=[CH:6][CH:7]=1)[CH:22]=[CH2:21] |f:1.2|. Procedure: The reaction procedure of Example 11 was followed except that 383 mg of 2-anilino-4H-pyrido[3,2-e]-1,3-thiazin-4-one, 14 mg of lithium hydride and 0.13 ml of allyl bromide were used. As a result, 297 mg of 3-allyl-2-phenylimino-2,3-dihydro-4H-pyrido[3,2-e]-1,3-thiazin-4-one was obtained. Run at time 1.5 hour. Solvent: ClCCl (dichloromethane). Reagents/catalysts: [Ru](=O)(=O)(=O)[O-].C(CC)[N+](CCC)(CCC)CCC (Tetrapropylammonium perruthenate). Starting materials: C[N+]1(CCOCC1)[O-] (4-methylmorpholine-4-oxide), 3A, ClC1=C(C=CC(=C1)Cl)C(C(O)C=1C=C2C=NN(C2=CC1)C1=CC=CC=C1)C (2-(2,4-dichloro-phenyl)-1-(1-phenyl-1H-indazol-5-yl)-propan-1-ol). As a reaction SMILES: [Cl:1][C:2]1[CH:7]=[C:6]([Cl:8])[CH:5]=[CH:4][C:3]=1[CH:9]([CH3:27])[CH:10]([C:12]1[CH:13]=[C:14]2[C:18](=[CH:19][CH:20]=1)[N:17]([C:21]1[CH:26]=[CH:25][CH:24]=[CH:23][CH:22]=1)[N:16]=[CH:15]2)[OH:11].C[N+]1([O-])CCOCC1>ClCCl.[Ru]([O-])(=O)(=O)=O.C([N+](CCC)(CCC)CCC)CC>[Cl:1][C:2]1[CH:7]=[C:6]([Cl:8])[CH:5]=[CH:4][C:3]=1[CH:9]([CH3:27])[C:10]([C:12]1[CH:13]=[C:14]2[C:18](=[CH:19][CH:20]=1)[N:17]([C:21]1[CH:26]=[CH:25][CH:24]=[CH:23][CH:22]=1)[N:16]=[CH:15]2)=[O:11] |f:3.4|. The yield is 83.2%. Procedure details: To a solution of 2-(2,4-dichloro-phenyl)-1-(1-phenyl-1H-indazol-5-yl)-propan-1-ol (180 mg) in dichloromethane (5 ml) was added powdered molecular sieve 3A (1 g). Tetrapropylammonium perruthenate (16 mg) and 4-methylmorpholine-4-oxide (106 mg) were added. The mixture was stirred at room temperature for 1.5 h. The mixture was filtered and the filtrate was concentrated to dryness. The product was purified by chromatography (SiO2, cyclohexane/EtOAc 1:0=>1:3) to give the title compound (149 mg) as an... Yields the product ClC1=C(C=CC(=C1)Cl)C(C(=O)C=1C=C2C=NN(C2=CC1)C1=CC=CC=C1)C (2-(2,4-Dichloro-phenyl)-1-(1-phenyl-1H-indazol-5-yl)-propan-1-one). Reactants: CC(C)(C)N(CC(=O)O)C(=O)OCc1ccccc1, COP(=O)(OC)C(C)NC(=O)C(C)NC(=O)C(C)N. Product: COP(=O)(OC)C(C)NC(=O)C(C)NC(=O)C(C)NC(=O)CN(C(=O)OCc1ccccc1)C(C)(C)C. Reaction SMILES: [CH2:20]([c:21]1[cH:22][cH:23][cH:24][cH:25][cH:26]1)[O:27][C:28](=[O:29])[N:30]([CH2:31][C:32](=[O:33])[OH:34])[C:35]([CH3:36])([CH3:37])[CH3:38].[CH3:1][O:2][P:3]([O:4][CH3:5])(=[O:6])[CH:7]([CH3:8])[NH:9][C:10]([CH:11]([NH:12][C:13]([CH:14]([NH2:15])[CH3:16])=[O:17])[CH3:18])=[O:19]>>[CH3:1][O:2][P:3]([O:4][CH3:5])(=[O:6])[CH:7]([CH3:8])[NH:9][C:10]([CH:11]([NH:12][C:13]([CH:14]([NH:15][C:32]([CH2:31][N:30]([C:28]([O:27][CH2:20][c:21]1[cH:22][cH:23][cH:24][cH:25][cH:26]1)=[O:29])[C:35]([CH3:36])([CH3:37])[CH3:38])=[O:33])[CH3:16])=[O:17])[CH3:18])=[O:19].